This data is from the Open Reaction Database (ORD), a public repository of structured organic reaction records. The task is: describe an organic reaction: reactants, conditions, products, and yield Reactants: COc1cc2nc(-c3cccc(-c4ccccc4)c3)nc(Nc3ccc4c(cnn4C(=O)OC(C)(C)C)c3)c2cc1OC(C)=O, CO, [NH4+], [OH-]. Yields the product COc1cc2nc(-c3cccc(-c4ccccc4)c3)nc(Nc3ccc4c(cnn4C(=O)OC(C)(C)C)c3)c2cc1O. As a reaction SMILES: [C:1](=[O:2])([CH3:3])[O:4][c:5]1[cH:6][c:7]2[c:8]([NH:29][c:30]3[cH:31][c:32]4[cH:33][n:34][n:35]([C:39](=[O:40])[O:41][C:42]([CH3:43])([CH3:44])[CH3:45])[c:36]4[cH:37][cH:38]3)[n:9][c:10](-[c:17]3[cH:18][c:19](-[c:23]4[cH:24][cH:25][cH:26][cH:27][cH:28]4)[cH:20][cH:21][cH:22]3)[n:11][c:12]2[cH:13][c:14]1[O:15][CH3:16].[CH3:48][OH:49].[NH4+:47].[OH-:46]>>[OH:4][c:5]1[cH:6][c:7]2[c:8]([NH:29][c:30]3[cH:31][c:32]4[cH:33][n:34][n:35]([C:39](=[O:40])[O:41][C:42]([CH3:43])([CH3:44])[CH3:45])[c:36]4[cH:37][cH:38]3)[n:9][c:10](-[c:17]3[cH:18][c:19](-[c:23]4[cH:24][cH:25][cH:26][cH:27][cH:28]4)[cH:20][cH:21][cH:22]3)[n:11][c:12]2[cH:13][c:14]1[O:15][CH3:16].